From a dataset of the Open Reaction Database (ORD), a public repository of structured organic reaction records. describe an organic reaction: reactants, conditions, products, and yield Reactants: CCI, [K+], [K+], O=C([O-])[O-], CN(C)C=O, O=Cc1cccc(OC(F)(F)F)c1O. Product: CCOc1c(C=O)cccc1OC(F)(F)F. RXN SMILES: [I:21][CH2:22][CH3:23].[K+:15].[K+:16].[O-:17][C:18]([O-:19])=[O:20].[O:24]=[CH:25][N:26]([CH3:27])[CH3:28].[OH:1][c:2]1[c:3]([CH:4]=[O:5])[cH:6][cH:7][cH:8][c:9]1[O:10][C:11]([F:12])([F:13])[F:14]>>[O:1]([c:2]1[c:3]([CH:4]=[O:5])[cH:6][cH:7][cH:8][c:9]1[O:10][C:11]([F:12])([F:13])[F:14])[CH2:22][CH3:23].